Dataset: the Open Reaction Database (ORD), a public repository of structured organic reaction records. Task: describe an organic reaction: reactants, conditions, products, and yield The reactants are CC(=O)OC=O, Cl, O=C(NC1CCNC1)c1c[nH]c2c(-c3c(OCC4CC4)ccc4c3OCO4)ncnc12. Product: O=CN1CCC(NC(=O)c2c[nH]c3c(-c4c(OCC5CC5)ccc5c4OCO5)ncnc23)C1. RXN SMILES: [CH:33](=[O:34])[O:35][C:36](=[O:37])[CH3:38].[ClH:1].[NH:2]1[CH2:3][CH:4]([NH:7][C:8](=[O:9])[c:10]2[cH:11][nH:12][c:13]3[c:14]2[n:15][cH:16][n:17][c:18]3-[c:19]2[c:20]([O:28][CH2:29][CH:30]3[CH2:31][CH2:32]3)[cH:21][cH:22][c:23]3[c:27]2[O:26][CH2:25][O:24]3)[CH2:5][CH2:6]1>>[N:2]1([CH:33]=[O:34])[CH2:3][CH:4]([NH:7][C:8](=[O:9])[c:10]2[cH:11][nH:12][c:13]3[c:14]2[n:15][cH:16][n:17][c:18]3-[c:19]2[c:20]([O:28][CH2:29][CH:30]3[CH2:31][CH2:32]3)[cH:21][cH:22][c:23]3[c:27]2[O:26][CH2:25][O:24]3)[CH2:5][CH2:6]1. Starting materials: C(C1=CC=CC=C1)NC(=O)C1=CC=C(C=2OC3=C(C21)C=C(C=C3)[N+](=O)[O-])OC (N1-benzyl-4-methoxy-8-nitro-dibenzo[b,d]furan-1-carboxamide), Cl (HCl). The reagents and catalysts are [Fe] (iron). Solvent: C(C)O (ethanol). The product is C(C1=CC=CC=C1)NC(=O)C1=CC=C(C=2OC3=C(C21)C=C(C=C3)N)OC (N1-benzyl-4-methoxy-8-amino-dibenzo[b,d]furan-1-carboxamide). Isolated yield 78.7%. Reaction SMILES: [CH2:1]([NH:8][C:9]([C:11]1[C:19]2[C:18]3[CH:20]=[C:21]([N+:24]([O-])=O)[CH:22]=[CH:23][C:17]=3[O:16][C:15]=2[C:14]([O:27][CH3:28])=[CH:13][CH:12]=1)=[O:10])[C:2]1[CH:7]=[CH:6][CH:5]=[CH:4][CH:3]=1.Cl>C(O)C.[Fe]>[CH2:1]([NH:8][C:9]([C:11]1[C:19]2[C:18]3[CH:20]=[C:21]([NH2:24])[CH:22]=[CH:23][C:17]=3[O:16][C:15]=2[C:14]([O:27][CH3:28])=[CH:13][CH:12]=1)=[O:10])[C:2]1[CH:3]=[CH:4][CH:5]=[CH:6][CH:7]=1. Reported procedure: N1-benzyl-4-methoxy-8-nitro-dibenzo[b,d]furan-1-carboxamide (125 mg, 0.33 mmol) (from step 1) and iron powder (56 mg, 1.0 mmol) was suspended in 50% aqueous ethanol (10 ml) and reflux for 10 min. To this was added a solution of concentrated HCl (7 ul in 5 ml 50% aqueous ethanol) and refluxed for 4 h. The reaction mixture was filtered hot through celite and the filterate was basified with 15% ethanolic KOH, filtered and the filterate was concentrated in vaccuo. The residue was triturated with wat...